Dataset: the Open Reaction Database (ORD), a public repository of structured organic reaction records. Task: describe an organic reaction: reactants, conditions, products, and yield Reactants: NS(=O)(=O)c1cc(Cl)c(Br)s1, CC(=O)O, [Zn]. The product is NS(=O)(=O)c1cc(Cl)cs1. RXN SMILES: [Br:1][c:2]1[c:3]([Cl:11])[cH:4][c:5]([S:7](=[O:8])(=[O:9])[NH2:10])[s:6]1.[C:12]([OH:13])(=[O:14])[CH3:15].[Zn:16]>>[cH:2]1[c:3]([Cl:11])[cH:4][c:5]([S:7](=[O:8])(=[O:9])[NH2:10])[s:6]1. Reactants: CCCCCC, CN(C)C=O, CCOC(=O)c1ccc(Cl)nc1, OCC(F)(F)C(F)F, [H-], [H][H], [Na+]. Product: CCOC(=O)c1ccc(OCC(F)(F)C(F)F)nc1. Reaction SMILES: [CH3:25][CH2:26][CH2:27][CH2:28][CH2:29][CH3:30].[CH3:31][N:32]([CH3:33])[CH:34]=[O:35].[Cl:13][c:14]1[n:15][cH:16][c:17]([C:18](=[O:19])[O:20][CH2:21][CH3:22])[cH:23][cH:24]1.[F:3][C:4]([CH2:5][OH:6])([CH:7]([F:8])[F:9])[F:10].[H-:1].[H:11][H:12].[Na+:2]>>[F:3][C:4]([CH2:5][O:6][c:14]1[n:15][cH:16][c:17]([C:18](=[O:19])[O:20][CH2:21][CH3:22])[cH:23][cH:24]1)([CH:7]([F:8])[F:9])[F:10]. The reactants are C1CCOC1, Cc1c(C(=O)O)oc2ccccc12, CO, O=C(Cl)C(=O)Cl, CN(C)C=O. The product is COC(=O)c1oc2ccccc2c1C. Reaction SMILES: [CH2:27]1[O:28][CH2:29][CH2:30][CH2:31]1.[CH3:1][c:2]1[c:3]([C:11](=[O:12])[OH:13])[o:4][c:5]2[c:6]1[cH:7][cH:8][cH:9][cH:10]2.[CH3:25][OH:26].[Cl:19][C:20]([C:21]([Cl:22])=[O:23])=[O:24].[O:14]=[CH:15][N:16]([CH3:17])[CH3:18]>>[CH3:1][c:2]1[c:3]([C:11](=[O:12])[O:13][CH3:15])[o:4][c:5]2[c:6]1[cH:7][cH:8][cH:9][cH:10]2. The product is CCOc1nc2cccc(C(=O)O)c2n1Cc1ccc(-c2ccccc2-c2nnn[nH]2)cc1. The reactants are CCOC(=O)c1cccc2nc(OCC)n(Cc3ccc(-c4ccccc4-c4nnn[nH]4)cc3)c12, CCO, [Na+], [OH-]. RXN SMILES: [CH2:1]([CH3:2])[O:3][c:4]1[n:5][c:6]2[c:7]([n:8]1[CH2:9][c:10]1[cH:11][cH:12][c:13](-[c:16]3[c:17](-[c:22]4[n:23][n:24][n:25][nH:26]4)[cH:18][cH:19][cH:20][cH:21]3)[cH:14][cH:15]1)[c:27]([C:31](=[O:32])[O:33][CH2:34][CH3:35])[cH:28][cH:29][cH:30]2.[CH3:38][CH2:39][OH:40].[Na+:37].[OH-:36]>>[CH2:1]([CH3:2])[O:3][c:4]1[n:5][c:6]2[c:7]([n:8]1[CH2:9][c:10]1[cH:11][cH:12][c:13](-[c:16]3[c:17](-[c:22]4[n:23][n:24][n:25][nH:26]4)[cH:18][cH:19][cH:20][cH:21]3)[cH:14][cH:15]1)[c:27]([C:31](=[O:32])[OH:33])[cH:28][cH:29][cH:30]2.